The task is: describe an organic reaction: reactants, conditions, products, and yield. This data is from the Open Reaction Database (ORD), a public repository of structured organic reaction records. The reactants are [Al+3], Cc1ccccc1, [Cl-], [Cl-], [Cl-], COc1cc2c(cc1I)CCC2=O. Product: O=C1CCc2cc(I)c(O)cc21. Reaction SMILES: [Al+3:2].[CH3:18][c:19]1[cH:20][cH:21][cH:22][cH:23][cH:24]1.[Cl-:1].[Cl-:3].[Cl-:4].[I:5][c:6]1[cH:7][c:8]2[c:12]([cH:13][c:14]1[O:15][CH3:16])[C:11](=[O:17])[CH2:10][CH2:9]2>>[I:5][c:6]1[cH:7][c:8]2[c:12]([cH:13][c:14]1[OH:15])[C:11](=[O:17])[CH2:10][CH2:9]2. Reactants: COC=1C=C(C=C(C1OC)OC)C1=NC=C(C=C1)N1CCC(CC1)C1CCN(CC1)C=1C=CC(=NC1)C1=CC(=C(C(=C1)OC)OC)OC (N,N′-bis[2-(3,4,5-trimethoxyphenyl)-5-pyridyl]-4,4′-bipiperidine), CS(=O)(=O)O (methanesulfonic acid). The solvent is CO.C(Cl)(Cl)Cl (methanol chloroform). The product is CS(=O)(=O)O.CS(=O)(=O)O.COC=1C=C(C=C(C1OC)OC)C1=NC=C(C=C1)N1CCC(CC1)C1CCN(CC1)C=1C=CC(=NC1)C1=CC(=C(C(=C1)OC)OC)OC (N,N′-Bis[2-(3,4,5-trimethoxyphenyl)-5-pyridyl]-4,4′-bipiperidine dimethanesulfonate). Yield: 59.0%. RXN SMILES: [CH3:1][O:2][C:3]1[CH:4]=[C:5]([C:13]2[CH:18]=[CH:17][C:16]([N:19]3[CH2:24][CH2:23][CH:22]([CH:25]4[CH2:30][CH2:29][N:28]([C:31]5[CH:32]=[CH:33][C:34]([C:37]6[CH:42]=[C:41]([O:43][CH3:44])[C:40]([O:45][CH3:46])=[C:39]([O:47][CH3:48])[CH:38]=6)=[N:35][CH:36]=5)[CH2:27][CH2:26]4)[CH2:21][CH2:20]3)=[CH:15][N:14]=2)[CH:6]=[C:7]([O:11][CH3:12])[C:8]=1[O:9][CH3:10].[CH3:49][S:50]([OH:53])(=[O:52])=[O:51]>CO.C(Cl)(Cl)Cl>[CH3:49][S:50]([OH:53])(=[O:52])=[O:51].[CH3:49][S:50]([OH:53])(=[O:52])=[O:51].[CH3:44][O:43][C:41]1[CH:42]=[C:37]([C:34]2[CH:33]=[CH:32][C:31]([N:28]3[CH2:29][CH2:30][CH:25]([CH:22]4[CH2:21][CH2:20][N:19]([C:16]5[CH:17]=[CH:18][C:13]([C:5]6[CH:6]=[C:7]([O:11][CH3:12])[C:8]([O:9][CH3:10])=[C:3]([O:2][CH3:1])[CH:4]=6)=[N:14][CH:15]=5)[CH2:24][CH2:23]4)[CH2:26][CH2:27]3)=[CH:36][N:35]=2)[CH:38]=[C:39]([O:47][CH3:48])[C:40]=1[O:45][CH3:46] |f:2.3,4.5.6|. Procedure: To a solution of N,N′-bis[2-(3,4,5-trimethoxyphenyl)-5-pyridyl]-4,4′-bipiperidine (228.0 mg, 0.340 mmol) in methanol-chloroform(1:1, 6.0 mL) was added a 1.0 M aqueous methanesulfonic acid (0.70 mL, 0.70 mmol), and the reaction mixture was concentrated under reduced pressure. Ethanol (5.0 mL) was added to the residue, and the mixture was concentrated under reduced pressure. The residue was recrystallized from methanol-methylene chloride-diethyl ether to yield the title compound as yellow needles ... Starting materials: C(C)(=O)[O-].[Na+] (sodium acetate), OC1=NC=NC(=C1)C(F)(F)F (4-hydroxy-6-trifluoromethylpyrimidine), BrBr (bromine). Solvent: C(C)(=O)O (acetic acid). Reaction conditions: time 3 hour. The product is BrC=1C(=NC=NC1C(F)(F)F)O (5-bromo-4-hydroxy-6-trifluoromethylpyrimidine). Yield: 53.4%. As a reaction SMILES: C([O-])(=O)C.[Na+].[OH:6][C:7]1[CH:12]=[C:11]([C:13]([F:16])([F:15])[F:14])[N:10]=[CH:9][N:8]=1.[Br:17]Br>C(O)(=O)C>[Br:17][C:12]1[C:7]([OH:6])=[N:8][CH:9]=[N:10][C:11]=1[C:13]([F:16])([F:14])[F:15] |f:0.1|. Procedure details: 77.5 g (945.0 mmoles) of anhydrous sodium acetate was added, at room temperature, into a solution of 49.2 g (300.0 mmoles) of 4-hydroxy-6-trifluoromethylpyrimidine dissolved in 600 ml of acetic acid. Thereto was gradually added, at 45° C., 50.3 g (315 mmoles) of bromine. The mixture was stirred at the same temperature for 3 hours to give rise to a reaction. After confirmation of the completion of the reaction, the reaction mixture was subjected to reduced pressure distillation to remove the solv... The reactants are COc1ccc(-c2nncc(-c3ccc(F)c(Br)c3)n2)cc1, CC(C)O, C[Sn](C)(C)c1ncc(F)cc1F. Yields the product COc1ccc(-c2nncc(-c3ccc(F)c(-c4ncc(F)cc4F)c3)n2)cc1. Reaction SMILES: [Br:1][c:2]1[cH:3][c:4](-[c:9]2[n:10][c:11](-[c:15]3[cH:16][cH:17][c:18]([O:21][CH3:22])[cH:19][cH:20]3)[n:12][n:13][cH:14]2)[cH:5][cH:6][c:7]1[F:8].[CH3:35][CH:36]([OH:37])[CH3:38].[F:23][c:24]1[c:25]([Sn:31]([CH3:32])([CH3:33])[CH3:34])[n:26][cH:27][c:28]([F:30])[cH:29]1>>[c:2]1(-[c:25]2[c:24]([F:23])[cH:29][c:28]([F:30])[cH:27][n:26]2)[cH:3][c:4](-[c:9]2[n:10][c:11](-[c:15]3[cH:16][cH:17][c:18]([O:21][CH3:22])[cH:19][cH:20]3)[n:12][n:13][cH:14]2)[cH:5][cH:6][c:7]1[F:8]. Starting materials: BrC=1C=C2C(NC=NC2=CC1)=O (6-Bromoquinazolin-4(3H)-one), 178-A, BrCCO (2-bromoethanol), C([O-])([O-])=O.[K+].[K+] (potassium carbonate). Solvent: CC(=O)N(C)C (DMA). Yields the product BrC=1C=C2C(N(C=NC2=CC1)CCO)=O (6-bromo-3-(2-hydroxyethyl)quinazolin-4(3H)-one), 178-B. RXN SMILES: [Br:1][C:2]1[CH:3]=[C:4]2[C:9](=[CH:10][CH:11]=1)[N:8]=[CH:7][NH:6][C:5]2=[O:12].Br[CH2:14][CH2:15][OH:16].C(=O)([O-])[O-].[K+].[K+]>CC(N(C)C)=O>[Br:1][C:2]1[CH:3]=[C:4]2[C:9](=[CH:10][CH:11]=1)[N:8]=[CH:7][N:6]([CH2:14][CH2:15][OH:16])[C:5]2=[O:12] |f:2.3.4|. Procedure details: 6-Bromoquinazolin-4(3H)-one Compound 178-A (1.0 g), 2-bromoethanol (1.1 g), and potassium carbonate (610 mg) were heated in DMA (10 mL) at 80° C. for 16 h. Reaction was extracted with water and dichloromethane (3 times), combined organic layers washed with brine, over sodium sulphate and concentrated. Residue was triturated with acetonitrile to yield 6-bromo-3-(2-hydroxyethyl)quinazolin-4(3H)-one Compound 178-B (810 mg) as a white solid. MS m/z (ESI)=268.9 (base peak, 79Br−M+H+); 270.9 (81Br−M+H... Starting materials: Cc1cc(Br)cc(C)c1CCO, ClCCl. Yields the product Cc1cc(Br)cc(C)c1CC=O. Reaction SMILES: [Br:1][c:2]1[cH:3][c:4]([CH3:12])[c:5]([CH2:9][CH2:10][OH:11])[c:6]([CH3:8])[cH:7]1.[Cl:13][CH2:14][Cl:15]>>[Br:1][c:2]1[cH:3][c:4]([CH3:12])[c:5]([CH2:9][CH:10]=[O:11])[c:6]([CH3:8])[cH:7]1. Starting materials: C(C)(=O)OC1=CC(=NC2=C(C=CC=C12)[N+](=O)[O-])C1=CC(=CC=C1)C(F)(F)F (8-nitro-2-(3-(trifluoromethyl)phenyl)quinolin-4-yl acetate). Reagents/catalysts: [Pd] (Pd/C). Solvent: C(C)(=O)OCC (ethyl acetate). Conditions: time 16 hour. The product is C(C)(=O)OC1=CC(=NC2=C(C=CC=C12)N)C1=CC(=CC=C1)C(F)(F)F (8-amino-2-(3-(trifluoromethyl)phenyl)quinolin-4-yl acetate). Yield: 55.0%. RXN SMILES: [C:1]([O:4][C:5]1[C:14]2[C:9](=[C:10]([N+:15]([O-])=O)[CH:11]=[CH:12][CH:13]=2)[N:8]=[C:7]([C:18]2[CH:23]=[CH:22][CH:21]=[C:20]([C:24]([F:27])([F:26])[F:25])[CH:19]=2)[CH:6]=1)(=[O:3])[CH3:2]>C(OCC)(=O)C.[Pd]>[C:1]([O:4][C:5]1[C:14]2[C:9](=[C:10]([NH2:15])[CH:11]=[CH:12][CH:13]=2)[N:8]=[C:7]([C:18]2[CH:23]=[CH:22][CH:21]=[C:20]([C:24]([F:27])([F:25])[F:26])[CH:19]=2)[CH:6]=1)(=[O:3])[CH3:2]. Procedure: Pd/C (300 mg) was added to a solution of 8-nitro-2-(3-(trifluoromethyl)phenyl)quinolin-4-yl acetate 38 (2.11 mmol) in ethyl acetate (10 mL). Hydrogen gas was bubbled through the reaction for 10 min, and then the reaction was stirred under 1 atm. hydrogen for 16 h. The catalyst was removed by filtration through 10 g of silica. The solvents were removed in vacuo to give 39 (400 mg, 55% yield for both steps). The reactants are CC=1C(=CC=2C(CCC(C2C1)(C)C)(C)C)SC1=CC=C(C(=O)OCC)C=C1 (ethyl 4-(3,5,5,8,8-pentamethyl-5,6,7,8-tetrahydro-2-naphthylthio)benzoate), [H-].[Al+3].[Li+].[H-].[H-].[H-] (lithium aluminum hydride). Run in C1CCOC1 (THF), C1CCOC1 (THF). Yields the product CC=1C(=CC=2C(CCC(C2C1)(C)C)(C)C)SC1=CC=C(C=C1)CO (4-(3,5,5,8,8-pentamethyl-5,6,7,8-tetrahydro-2-naphthylthio)benzenemethanol). As a reaction SMILES: [H-].[Al+3].[Li+].[H-].[H-].[H-].[CH3:7][C:8]1[C:9]([S:22][C:23]2[CH:33]=[CH:32][C:26]([C:27](OCC)=[O:28])=[CH:25][CH:24]=2)=[CH:10][C:11]2[C:12]([CH3:21])([CH3:20])[CH2:13][CH2:14][C:15]([CH3:19])([CH3:18])[C:16]=2[CH:17]=1>C1COCC1>[CH3:7][C:8]1[C:9]([S:22][C:23]2[CH:33]=[CH:32][C:26]([CH2:27][OH:28])=[CH:25][CH:24]=2)=[CH:10][C:11]2[C:12]([CH3:21])([CH3:20])[CH2:13][CH2:14][C:15]([CH3:18])([CH3:19])[C:16]=2[CH:17]=1 |f:0.1.2.3.4.5|. Procedure details: 144 mg (3.8 mmol) of lithium aluminum hydride and 50 ml of THF were introduced into a three-necked flask and under a nitrogen stream. Next, a solution of 1.4 g (3.8 mmol) of ethyl 4-(3,5,5,8,8-pentamethyl-5,6,7,8-tetrahydro-2-naphthylthio)benzoate in 25 ml of THF was introduced dropwise and the mixture was heated at reflux for 8 hours. The excess hydride was destroyed with a potassium sodium tartrate solution and the reaction medium was extracted with ethyl acetate. The organic phase was decante... As a reaction SMILES: [CH3:1][c:2]1[c:3]([NH:8][C:9]([NH:10][c:11]2[cH:12][cH:13][c:14]([CH2:17][C:18](=[O:19])[OH:20])[cH:15][cH:16]2)=[O:21])[cH:4][cH:5][cH:6][cH:7]1.[CH3:48][CH2:49][O:50][C:51]([CH3:52])=[O:53].[NH:22]1[CH:23]([CH2:27][O:28][c:29]2[c:30]([C:39](=[O:40])[O:41][CH3:42])[cH:31][c:32]([C:33](=[O:34])[O:35][CH3:36])[cH:37][cH:38]2)[CH2:24][CH2:25][CH2:26]1.[O:43]=[CH:44][N:45]([CH3:46])[CH3:47]>>[CH3:1][c:2]1[c:3]([NH:8][C:9]([NH:10][c:11]2[cH:12][cH:13][c:14]([CH2:17][C:18](=[O:20])[N:22]3[CH:23]([CH2:27][O:28][c:29]4[c:30]([C:39](=[O:40])[O:41][CH3:42])[cH:31][c:32]([C:33](=[O:34])[O:35][CH3:36])[cH:37][cH:38]4)[CH2:24][CH2:25][CH2:26]3)[cH:15][cH:16]2)=[O:21])[cH:4][cH:5][cH:6][cH:7]1. The product is COC(=O)c1ccc(OCC2CCCN2C(=O)Cc2ccc(NC(=O)Nc3ccccc3C)cc2)c(C(=O)OC)c1. The reactants are Cc1ccccc1NC(=O)Nc1ccc(CC(=O)O)cc1, CCOC(C)=O, COC(=O)c1ccc(OCC2CCCN2)c(C(=O)OC)c1, CN(C)C=O.